From a dataset of the Open Reaction Database (ORD), a public repository of structured organic reaction records. describe an organic reaction: reactants, conditions, products, and yield Solvent: CC(=O)C (acetone), CC(=O)C (acetone). Procedure details: To a mixture of 2.4 g (0.00673 mole) of 6-methoxy-4-methyl-N-[6-(1-piperazinyl)hexyl]-8-quinolinamine and 1.7 g (0.016 mole) of sodium carbonate in 50 ml of acetone was added a solution of 1.8 g (0.007 mole) of diethylcarbamoylchloride in 20 ml of acetone. The mixture was stirred under gentle reflux for 2 hr, allowed to cool, filtered and concentrated to dryness in vacuo. A solution of the residue in dichloromethane was washed with water, dried over anhydrous magnesium sulfate, filtered and conc... The yield is 108.1%. Starting materials: COC=1C=C2C(=CC=NC2=C(C1)NCCCCCCN1CCNCC1)C (6-methoxy-4-methyl-N-[6-(1-piperazinyl)hexyl]-8-quinolinamine), C([O-])([O-])=O.[Na+].[Na+] (sodium carbonate), C(C)N(C(=O)Cl)CC (diethylcarbamoylchloride). Product: Cl.Cl.C(C)N(C(=O)N1CCN(CC1)CCCCCCNC=1C=C(C=C2C(=CC=NC12)C)OC)CC (N,N-diethyl-4-[6-[(6-methoxy-4-methyl-8-quinolinyl)amino]hexyl]-1-piperazinecarboxamide, dihydrochloride). Reaction SMILES: [CH3:1][O:2][C:3]1[CH:4]=[C:5]2[C:10](=[C:11]([NH:13][CH2:14][CH2:15][CH2:16][CH2:17][CH2:18][CH2:19][N:20]3[CH2:25][CH2:24][NH:23][CH2:22][CH2:21]3)[CH:12]=1)[N:9]=[CH:8][CH:7]=[C:6]2[CH3:26].C(=O)([O-])[O-].[Na+].[Na+].[CH2:33]([N:35]([CH2:39][CH3:40])[C:36]([Cl:38])=[O:37])[CH3:34]>CC(C)=O>[ClH:38].[ClH:38].[CH2:33]([N:35]([CH2:39][CH3:40])[C:36]([N:23]1[CH2:22][CH2:21][N:20]([CH2:19][CH2:18][CH2:17][CH2:16][CH2:15][CH2:14][NH:13][C:11]2[CH:12]=[C:3]([O:2][CH3:1])[CH:4]=[C:5]3[C:10]=2[N:9]=[CH:8][CH:7]=[C:6]3[CH3:26])[CH2:25][CH2:24]1)=[O:37])[CH3:34] |f:1.2.3,6.7.8|. Yields the product C1(CCC1)NC(=O)NC1=C(C=C(C=C1)C(=O)N1CCNCC1)F (1-Cyclobutyl-3-(2-fluoro-4-(piperazine-1-carbonyl)phenyl)urea). Run in ClCCl (dichloromethane). As a reaction SMILES: [CH:1]1([NH:5][C:6](=[O:30])[NH:7][C:8]2[CH:28]=[CH:27][C:11]([C:12]([N:14]3[CH2:19][CH2:18][N:17](C(OC(C)(C)C)=O)[CH2:16][CH2:15]3)=[O:13])=[CH:10][C:9]=2[F:29])[CH2:4][CH2:3][CH2:2]1.FC(F)(F)C(O)=O>ClCCl>[CH:1]1([NH:5][C:6]([NH:7][C:8]2[CH:28]=[CH:27][C:11]([C:12]([N:14]3[CH2:15][CH2:16][NH:17][CH2:18][CH2:19]3)=[O:13])=[CH:10][C:9]=2[F:29])=[O:30])[CH2:2][CH2:3][CH2:4]1. Isolated yield 7.5%. The reactants are C1(CCC1)NC(NC1=C(C=C(C(=O)N2CCN(CC2)C(=O)OC(C)(C)C)C=C1)F)=O (tert-Butyl 4-(4-(3-cyclobutylureido)-3-fluorobenzoyl)piperazine-1-carboxylate), FC(C(=O)O)(F)F (trifluoracetic acid). Reported procedure: tert-Butyl 4-(4-(3-cyclobutylureido)-3-fluorobenzoyl)piperazine-1-carboxylate (2.8 g, 66.67 mmol), trifluoracetic acid and dichloromethane were stirred for 20 hours then concentrated under reduced pressure. The residue was taken up in dichloromethane/methanol, loaded on to a strong cation exchange column and washed with dichloromethane/methanol. Elution of the column with 2M ammonia in methanol gave the title compound (1.6 g). MS (ESI) m/z: 321.4 [M+H]+ Reactants: Cl (HCl), CO (MeOH), C(C)(C)(C)[Si](OC1CCOC2=C(C=CC=C12)CN1CCCCC1)(C)C (1-[4-(tert-butyl-dimethyl-silanyloxy)-chroman-8-ylmethyl]-piperidine), [N-]=[N+]=[N-].[Na+] (NaN3). Solvent: CCOCC (Et2O), CCCCCC (hexane), O (H2O). Run at time 1 hour. Product: N(=[N+]=[N-])C1CCOC2=C(C=CC=C12)CN1CCCCC1 (1-(4-azido-chroman-8-ylmethyl)-piperidine). As a reaction SMILES: Cl.CO.C([Si](C)(C)O[CH:10]1[C:19]2[C:14](=[C:15]([CH2:20][N:21]3[CH2:26][CH2:25][CH2:24][CH2:23][CH2:22]3)[CH:16]=[CH:17][CH:18]=2)[O:13][CH2:12][CH2:11]1)(C)(C)C.[N-:29]=[N+:30]=[N-:31].[Na+]>CCOCC.CCCCCC.O>[N:29]([CH:10]1[C:19]2[C:14](=[C:15]([CH2:20][N:21]3[CH2:26][CH2:25][CH2:24][CH2:23][CH2:22]3)[CH:16]=[CH:17][CH:18]=2)[O:13][CH2:12][CH2:11]1)=[N+:30]=[N-:31] |f:3.4|. Reported procedure: HCl (1.2 mL, 37%) was added to a MeOH (60 mL) solution of 1-[4-(tert-butyl-dimethyl-silanyloxy)-chroman-8-ylmethyl]-piperidine (Step C) (3.00 g, 8.30 mmol). After stirring for 1 h, the mixture was evaporated to dryness from benzene. The resulting crude alcohol was dissolved in SOCl2 (5 mL) and stirred for 3 days at RT. Following the removal of the excess SOCl2 in vacuo from hexane, the crude chloride was dissolved in DMF (20 mL) and NaN3 (1.618 g, 24.9 mmol) was added. The mixture was stirred at... Reactants: CCC(Oc1cc(C(C)C)ccc1CCNS(=O)(=O)c1cc(C#N)ccc1OC)C(=O)[O-], CCO, [Na+], [OH-]. Product: COc1ccc(C#N)cc1S(=O)(=O)NCCc1ccc(C(C)C)cc1OCC(=O)O. RXN SMILES: [CH2:1]([CH3:2])[CH:3]([C:4](=[O:5])[O-:6])[O:7][c:8]1[c:9]([CH2:17][CH2:18][NH:19][S:20](=[O:21])(=[O:22])[c:23]2[c:24]([O:31][CH3:32])[cH:25][cH:26][c:27]([C:29]#[N:30])[cH:28]2)[cH:10][cH:11][c:12]([CH:14]([CH3:15])[CH3:16])[cH:13]1.[CH3:35][CH2:36][OH:37].[Na+:34].[OH-:33]>>[CH2:3]([C:4](=[O:5])[OH:6])[O:7][c:8]1[c:9]([CH2:17][CH2:18][NH:19][S:20](=[O:21])(=[O:22])[c:23]2[c:24]([O:31][CH3:32])[cH:25][cH:26][c:27]([C:29]#[N:30])[cH:28]2)[cH:10][cH:11][c:12]([CH:14]([CH3:15])[CH3:16])[cH:13]1. Starting materials: ClC=1C=C(C(=C(C(=O)O)C1)O)OC (5-chloro-2-hydroxy-3-methoxy benzoic acid), Br (hydrobromic acid). Run in C(C)(=O)O (acetic acid). Yields the product ClC=1C=C(C(=C(C(=O)O)C1)O)O (5-chloro-2,3-dihydroxybenzoic acid). RXN SMILES: [Cl:1][C:2]1[CH:3]=[C:4]([O:12]C)[C:5]([OH:11])=[C:6]([CH:10]=1)[C:7]([OH:9])=[O:8].Br>C(O)(=O)C>[Cl:1][C:2]1[CH:3]=[C:4]([OH:12])[C:5]([OH:11])=[C:6]([CH:10]=1)[C:7]([OH:9])=[O:8]. Reported procedure: step a) 2-hydroxy-3-methoxy-benzoic acid (13) is chlorinated for example with N-chlorosuccinimide in acetic acid to yield 5-chloro-2-hydroxy-3-methoxy benzoic acid (14); step b) the methoxy group of compound (14) is reacted with hydrobromic acid in acetic acid to yield 5-chloro-2,3-dihydroxybenzoic acid (15);